Dataset: the Open Reaction Database (ORD), a public repository of structured organic reaction records. Task: describe an organic reaction: reactants, conditions, products, and yield Reactants: Intermediate 79, ClC1=C(C=C(C=C1)S(=O)(=O)C(F)(F)F)I (1-chloro-2-iodo-4-[(trifluoromethyl)sulfonyl]benzene), ClC1=C(C=C(C=C1)S(=O)(=O)C(F)(F)F)I (1-chloro-2-iodo-4-[(trifluoromethyl)sulfonyl]benzene), C(C)(C)(C)OC(COC1=C(C=C(C=C1)Cl)C#C)=O (tert-butyl(4-chloro-2-ethynylphenoxy)acetate), C(C)(C)(C)OC(COC1=C(C=C(C=C1)Cl)C#C)=O (tert-butyl(4-chloro-2-ethynylphenoxy)acetate). Yields the product C(C)(C)(C)OC(COC1=C(C=C(C=C1)Cl)C#CC1=C(C=CC(=C1)S(=O)(=O)C(F)(F)F)Cl)=O (tert-butyl[4-chloro-2-({2-chloro-5-[(trifluoromethyl)sulfonyl]phenyl}ethynyl)phenoxy]acetate). Isolated yield 72.0%. Reaction SMILES: [C:1]([O:5][C:6](=[O:18])[CH2:7][O:8][C:9]1[CH:14]=[CH:13][C:12]([Cl:15])=[CH:11][C:10]=1[C:16]#[CH:17])([CH3:4])([CH3:3])[CH3:2].[Cl:19][C:20]1[CH:25]=[CH:24][C:23]([S:26]([C:29]([F:32])([F:31])[F:30])(=[O:28])=[O:27])=[CH:22][C:21]=1I>>[C:1]([O:5][C:6](=[O:18])[CH2:7][O:8][C:9]1[CH:14]=[CH:13][C:12]([Cl:15])=[CH:11][C:10]=1[C:16]#[C:17][C:21]1[CH:22]=[C:23]([S:26]([C:29]([F:30])([F:31])[F:32])(=[O:28])=[O:27])[CH:24]=[CH:25][C:20]=1[Cl:19])([CH3:4])([CH3:3])[CH3:2]. Reported procedure: Following the general method as outlined in Intermediate 79, starting from (4-chloro-2-ethynyl-phenoxy)-acetic acid tert-butyl ester (Intermediate 3) and 1-chloro-2-iodo-4-[(trifluoromethyl)sulfonyl]benzene (Intermediate 186), the title compound was obtained as a white solid in 72% yield after purification by flash column chromatography (silica), eluting with cyclohexane containing increasing amounts of EtOAc. The reactants are Cl, Fc1cccc2ncnc(Nc3ccc4[nH]ncc4c3)c12, [H-], [Na+], CN(C)C=O, ClCc1ccccn1. Product: Fc1cccc2ncnc(Nc3ccc4c(cnn4Cc4ccccn4)c3)c12. Reaction SMILES: [ClH:22].[F:1][c:2]1[c:3]2[c:4]([NH:12][c:13]3[cH:14][c:15]4[cH:16][n:17][nH:18][c:19]4[cH:20][cH:21]3)[n:5][cH:6][n:7][c:8]2[cH:9][cH:10][cH:11]1.[H-:31].[Na+:32].[O:33]=[CH:34][N:35]([CH3:36])[CH3:37].[c:23]1([CH2:29][Cl:30])[cH:24][cH:25][cH:26][cH:27][n:28]1>>[F:1][c:2]1[c:3]2[c:4]([NH:12][c:13]3[cH:14][c:15]4[cH:16][n:17][n:18]([CH2:29][c:23]5[cH:24][cH:25][cH:26][cH:27][n:28]5)[c:19]4[cH:20][cH:21]3)[n:5][cH:6][n:7][c:8]2[cH:9][cH:10][cH:11]1.